This data is from the Open Reaction Database (ORD), a public repository of structured organic reaction records. The task is: describe an organic reaction: reactants, conditions, products, and yield Starting materials: [I-] (iodide), BrCC(=O)OCC (ethyl bromoacetate), Cl (hydrochloric acid), C(=O)C(CCCC)NC([C@@H](NC(=O)OCC1=CC=CC=C1)CC(C)C)=O (N-benzyloxycarbonyl-L-leucine-(1-formyl)pentylamide). Reagents/catalysts: [Zn] (zinc). The solvent is C1CCOC1 (THF), C1CCOC1 (THF), C1=CC=CC=C1 (benzene). Product: OC(CC(=O)OCC)C(CCCC)NC([C@@H](NC(=O)OCC1=CC=CC=C1)CC(C)C)=O (N-Benzyloxycarbonyl-L-leucine-[1-(1-hydroxy-2-ethoxycarbonylethyl)]pentylamide). RXN SMILES: [I-].Br[CH2:3][C:4]([O:6][CH2:7][CH3:8])=[O:5].[CH:9]([CH:11]([NH:16][C:17](=[O:34])[C@H:18]([CH2:30][CH:31]([CH3:33])[CH3:32])[NH:19][C:20]([O:22][CH2:23][C:24]1[CH:29]=[CH:28][CH:27]=[CH:26][CH:25]=1)=[O:21])[CH2:12][CH2:13][CH2:14][CH3:15])=[O:10].Cl>C1COCC1.C1C=CC=CC=1.[Zn]>[OH:10][CH:9]([CH:11]([NH:16][C:17](=[O:34])[C@H:18]([CH2:30][CH:31]([CH3:33])[CH3:32])[NH:19][C:20]([O:22][CH2:23][C:24]1[CH:25]=[CH:26][CH:27]=[CH:28][CH:29]=1)=[O:21])[CH2:12][CH2:13][CH2:14][CH3:15])[CH2:3][C:4]([O:6][CH2:7][CH3:8])=[O:5]. Procedure details: To 10 ml of anhydrous THF were added 360 mg of zinc powder and a small amount of iodide, and the mixture was heated at reflux. A solution of 0.54 ml of ethyl bromoacetate in 6.0 ml of anhydrous THF was added thereto dropwise, followed by heating at reflux for 5 minutes. A solution of 1.0 g of N-benzyloxycarbonyl-L-leucine-(1-formyl)pentylamide prepared in the same manner as in Example 4-(b) in 14 ml of anhydrous benzene was then added thereto dropwise, followed by heating at reflux for 30 minute... The reactants are O=C([O-])[O-], OCCCCl, [I-], [K+], [K+], [K+], CN(C)C=O, Oc1ccnc2ccccc12. Product: OCCCOc1ccnc2ccccc12. Reaction SMILES: [C:12](=[O:13])([O-:14])[O-:15].[Cl:20][CH2:21][CH2:22][CH2:23][OH:24].[I-:19].[K+:16].[K+:17].[K+:18].[O:25]=[CH:26][N:27]([CH3:28])[CH3:29].[OH:1][c:2]1[cH:3][cH:4][n:5][c:6]2[cH:7][cH:8][cH:9][cH:10][c:11]12>>[O:1]([c:2]1[cH:3][cH:4][n:5][c:6]2[cH:7][cH:8][cH:9][cH:10][c:11]12)[CH2:21][CH2:22][CH2:23][OH:24]. Reactants: C(O)([O-])=O.[Na+] (sodium hydrogen carbonate), C(C)(=O)O[BH-](OC(C)=O)OC(C)=O.[Na+] (sodium triacetoxyborohydride), NC1(CCN(CC1)C(=O)OC(C)(C)C)CO (tert-butyl 4-amino-4-(hydroxymethyl)piperidine-1-carboxylate), O1CCOC2=C1C=CC(=C2)C=O (2,3-dihydro-1,4-benzodioxin-6-carbaldehyde). Solvent: C(Cl)(Cl)Cl (chloroform), C(C)(=O)O (acetic acid), ClCCl (dichloromethane). Reaction conditions: time 2 hour. The product is O1CCOC2=C1C=CC(=C2)CNC2(CCN(CC2)C(=O)OC(C)(C)C)CO (tert-butyl 4-((2,3-dihydro-1,4-benzodioxin-6-ylmethyl)amino)-4-(hydroxymethyl)piperidine-1-carboxylate). Reaction SMILES: [NH2:1][C:2]1([CH2:15][OH:16])[CH2:7][CH2:6][N:5]([C:8]([O:10][C:11]([CH3:14])([CH3:13])[CH3:12])=[O:9])[CH2:4][CH2:3]1.[O:17]1[C:22]2[CH:23]=[CH:24][C:25]([CH:27]=O)=[CH:26][C:21]=2[O:20][CH2:19][CH2:18]1.C(O[BH-](OC(=O)C)OC(=O)C)(=O)C.[Na+].C(=O)([O-])O.[Na+]>C(Cl)(Cl)Cl.C(O)(=O)C.ClCCl>[O:17]1[C:22]2[CH:23]=[CH:24][C:25]([CH2:27][NH:1][C:2]3([CH2:15][OH:16])[CH2:7][CH2:6][N:5]([C:8]([O:10][C:11]([CH3:12])([CH3:13])[CH3:14])=[O:9])[CH2:4][CH2:3]3)=[CH:26][C:21]=2[O:20][CH2:19][CH2:18]1 |f:2.3,4.5|. Procedure details: To 10 mL of a dichloromethane solution containing 0.39 g of tert-butyl 4-amino-4-(hydroxymethyl)piperidine-1-carboxylate, 0.25 g of 2,3-dihydro-1,4-benzodioxin-6-carbaldehyde and 86 μL of acetic acid were added, and the mixture was stirred at room temperature for 2 hours. The reaction mixture was added with 0.48 g of sodium triacetoxyborohydride, and stirred at the same temperature for 2 hours. Thereto were added chloroform and an aqueous saturated sodium hydrogen carbonate solution. The organic... As a reaction SMILES: Cl[CH2:2][C:3]1[S:4][C:5]2[C:10]([N:11]=1)=[CH:9][CH:8]=[CH:7][N:6]=2.[CH3:12][C:13]1[N:18]=[C:17]([N:19]2[CH2:24][CH2:23][NH:22][CH2:21][CH2:20]2)[CH:16]=[CH:15][CH:14]=1.CC(=O)OCC>>[CH3:12][C:13]1[N:18]=[C:17]([N:19]2[CH2:24][CH2:23][N:22]([CH2:2][C:3]3[S:4][C:5]4[C:10]([N:11]=3)=[CH:9][CH:8]=[CH:7][N:6]=4)[CH2:21][CH2:20]2)[CH:16]=[CH:15][CH:14]=1. Yields the product CC1=CC=CC(=N1)N1CCN(CC1)CC=1SC2=NC=CC=C2N1 (2-{[4-(6-methyl-2-pyridinyl)-1-piperazinyl]methyl}[1,3]thiazolo[5,4-b]pyridine). The reactants are ClCC=1SC2=NC=CC=C2N1 (2-(chloromethyl)[1,3]thiazolo[5,4-b]pyridine), CC(OCC)=O (EA), CC1=CC=CC(=N1)N1CCNCC1 (1-(6-methyl-2-pyridinyl)piperazine), D1. Procedure: The product from Example 38A (50 mg, 0.81 mmol), 1-(6-methyl-2-pyridinyl)piperazine (160 mg, 0.98 mmol), and D1 EA (280 μL, 1.6 mmol) were processed as described in Example 38B to provide the title compound. 1H NMR 1H NMR (300 MHz, DMSO-d6) δ 2.68 (m, 4H) 3.32 (s, 3H) 3.53 (m, 4H) 4.04 (s, 2H) 6.54 (m, 1H) 6.61 (d, J=8.48 Hz, 1H) 7.40 (m, 1H) 7.56 (dd, J=8.31, 4.58 Hz, 1H) 8.33 (dd, J=8.31, 1.53 Hz, 1H); (ESI) m/z 326 (M+H)+. The reactants are FC1=C(C=NO)C=C(C=C1)C(F)(F)F (2-fluoro-5-trifluoromethylbenzaldehyde oxime), ClN1C(CCC1=O)=O (N-chlorosuccinimide). The solvent is C(C)(=O)OCC (ethyl acetate), CN(C=O)C (dimethyl formamide). Run at time 8 hour. Product: FC1=C(C=C(C=C1)C(F)(F)F)C(=NO)Cl (2-fluoro-5-trifluoromethyl-N-hydroxybenzene-carboximidoyl chloride). Yield: 90.0%. Reaction SMILES: [F:1][C:2]1[CH:10]=[CH:9][C:8]([C:11]([F:14])([F:13])[F:12])=[CH:7][C:3]=1[CH:4]=[N:5][OH:6].[Cl:15]N1C(=O)CCC1=O>CN(C)C=O.C(OCC)(=O)C>[F:1][C:2]1[CH:10]=[CH:9][C:8]([C:11]([F:12])([F:13])[F:14])=[CH:7][C:3]=1[C:4]([Cl:15])=[N:5][OH:6]. Reported procedure: To a solution of 643 mg (3.10 mmol) of 2-fluoro-5-trifluoromethylbenzaldehyde oxime in 5 mL of dimethyl formamide (DMF) was added 456 mg (3.41 mmol) of N-chlorosuccinimide (see K.-C. Liu, B. R. Shelton, and R. K. Howe, J. Org. Chem. 1980, 45, 3916). The reaction mixture was stirred at room temperature overnight, and then diluted with ethyl acetate. The ethyl acetate solution was washed with saturated sodium chloride and dried over magnesium sulfate. The drying agent was filtered off, and solvent...